Dataset: the Open Reaction Database (ORD), a public repository of structured organic reaction records. Task: describe an organic reaction: reactants, conditions, products, and yield Starting materials: Cc1ccccc1N, CCO, COc1cccc2c(Cl)c(CCCCl)cnc12. Reaction SMILES: [CH3:18][c:19]1[c:20]([NH2:21])[cH:22][cH:23][cH:24][cH:25]1.[CH3:26][CH2:27][OH:28].[Cl:1][CH2:2][CH2:3][CH2:4][c:5]1[cH:6][n:7][c:8]2[c:9]([O:16][CH3:17])[cH:10][cH:11][cH:12][c:13]2[c:14]1[Cl:15]>>[CH2:2]1[CH2:3][CH2:4][c:5]2[cH:6][n:7][c:8]3[c:9]([O:16][CH3:17])[cH:10][cH:11][cH:12][c:13]3[c:14]2[N:21]1[c:20]1[c:19]([CH3:18])[cH:25][cH:24][cH:23][cH:22]1. Product: COc1cccc2c3c(cnc12)CCCN3c1ccccc1C. The reactants are ClC=1C=C(OC(C(=O)NC(C#CCCCS(=O)C)(C)C)CC)C=C(C1)Cl (2-(3,5-dichlorophenoxy)-N-(6-methyl-1-methylsulphinyl-hept-4-yn-6-yl) butyramide), ClC1=CC(=CC=C1)C(=O)OO (3-chloroperbenzoic acid), CCCCCC.C(C)(=O)OCC (hexane ethyl acetate). The solvent is ClCCl (dichloromethane). Conditions: temperature 0 celsius, time 0.5 hour. Product: ClC=1C=C(OC(C(=O)NC(C#CCCCS(=O)(=O)C)(C)C)CC)C=C(C1)Cl (2-(3,5-dichlorophenoxy)-N-(6-methyl-1-methylsulfonyl-hept-4-yn-6-yl) butyramide). Reaction SMILES: [Cl:1][C:2]1[CH:3]=[C:4]([CH:23]=[C:24]([Cl:26])[CH:25]=1)[O:5][CH:6]([CH2:21][CH3:22])[C:7]([NH:9][C:10]([CH3:20])([CH3:19])[C:11]#[C:12][CH2:13][CH2:14][CH2:15][S:16]([CH3:18])=[O:17])=[O:8].ClC1C=CC=C(C(OO)=[O:35])C=1.CCCCCC.C(OCC)(=O)C>ClCCl>[Cl:26][C:24]1[CH:23]=[C:4]([CH:3]=[C:2]([Cl:1])[CH:25]=1)[O:5][CH:6]([CH2:21][CH3:22])[C:7]([NH:9][C:10]([CH3:19])([CH3:20])[C:11]#[C:12][CH2:13][CH2:14][CH2:15][S:16]([CH3:18])(=[O:35])=[O:17])=[O:8] |f:2.3|. Reported procedure: To a stirred solution of 2-(3,5-dichlorophenoxy)-N-(6-methyl-1-methylsulphinyl-hept-4-yn-6-yl) butyramide (0.10 g) in dichloromethane (5 ml) at 0° C. was added 3-chloroperbenzoic acid (0.060 g, 70%, stabilised with water). The mixture was stirred for 0.5 hours at 0° C., then for 1 hour at ambient temperature and stored for 18 hours. The solvent was evaporated under reduced pressure and the residue dissolved in diethyl ether, washed with a saturated aqueous solution of sodium hydrogen carbonate (... The reactants are C1CCOC1, NN, O=C(O)c1ccncn1. Product: NNC(=O)c1ccncn1. Reaction SMILES: [CH2:12]1[O:13][CH2:14][CH2:15][CH2:16]1.[NH2:10][NH2:11].[n:1]1[cH:2][n:3][c:4]([C:7](=[O:8])[OH:9])[cH:5][cH:6]1>>[n:1]1[cH:2][n:3][c:4]([C:7](=[O:9])[NH:10][NH2:11])[cH:5][cH:6]1.